This data is from the Open Reaction Database (ORD), a public repository of structured organic reaction records. The task is: describe an organic reaction: reactants, conditions, products, and yield The product is C(C)(=O)C1=CC=C(C=C1)C1=C(C=CC(=C1)C(F)(F)F)OC=1C=C(OC2=CC(=C(C=C2)CCC(=O)O)C)C=C(C1)C (3-{4-[3-(4′-Acetyl-5-trifluoromethyl-biphenyl-2-yloxy)-5-methyl-phenoxy]-2-methyl-phenyl}-propionic acid). RXN SMILES: C([O:3][C:4](=[O:34])[CH2:5][CH2:6][C:7]1[CH:12]=[CH:11][C:10]([O:13][C:14]2[CH:19]=[C:18]([CH3:20])[CH:17]=[C:16]([O:21][C:22]3[CH:27]=[CH:26][C:25]([C:28]([F:31])([F:30])[F:29])=[CH:24][C:23]=3Br)[CH:15]=2)=[CH:9][C:8]=1[CH3:33])C.[C:35]([C:38]1[CH:43]=[CH:42][C:41](B(O)O)=[CH:40][CH:39]=1)(=[O:37])[CH3:36]>>[C:35]([C:38]1[CH:43]=[CH:42][C:41]([C:27]2[CH:26]=[C:25]([C:28]([F:30])([F:31])[F:29])[CH:24]=[CH:23][C:22]=2[O:21][C:16]2[CH:15]=[C:14]([CH:19]=[C:18]([CH3:20])[CH:17]=2)[O:13][C:10]2[CH:11]=[CH:12][C:7]([CH2:6][CH2:5][C:4]([OH:34])=[O:3])=[C:8]([CH3:33])[CH:9]=2)=[CH:40][CH:39]=1)(=[O:37])[CH3:36]. Reactants: C(C)OC(CCC1=C(C=C(C=C1)OC1=CC(=CC(=C1)C)OC1=C(C=C(C=C1)C(F)(F)F)Br)C)=O (3-{4-[3-(2-bromo-4-trifluoromethyl-phenoxy)-5-methyl-phenoxy]-2-methyl-phenyl}-propionic acid ethyl ester), C(C)(=O)C1=CC=C(C=C1)B(O)O (4-acetyl phenyl boronic acid). Reported procedure: The compound of 3-{4-[3-(2-bromo-4-trifluoromethyl-phenoxy)-5-methyl-phenoxy]-2-methyl-phenyl}-propionic acid ethyl ester is reacted with 4-acetyl phenyl boronic acid as in Example 38 to afford 0.056 g (26%) of the title compound. 1H NMR (400 MHz, CDCl3); HRMS (ES+) m/z exact mass calculated for C32H28O5F3 549.1888, found 549.1888. The yield is 26.0%. Starting materials: CC#N, O=[N+]([O-])c1cc2ccccc2nc1Cl, Cl, Nc1ccc(O)cc1. The product is O=[N+]([O-])c1cc2ccccc2nc1Nc1ccc(O)cc1. As a reaction SMILES: [CH3:24][C:25]#[N:26].[Cl:1][c:2]1[n:3][c:4]2[cH:5][cH:6][cH:7][cH:8][c:9]2[cH:10][c:11]1[N+:12](=[O:13])[O-:14].[ClH:23].[NH2:15][c:16]1[cH:17][cH:18][c:19]([OH:20])[cH:21][cH:22]1>>[c:2]1([NH:15][c:16]2[cH:17][cH:18][c:19]([OH:20])[cH:21][cH:22]2)[n:3][c:4]2[cH:5][cH:6][cH:7][cH:8][c:9]2[cH:10][c:11]1[N+:12](=[O:13])[O-:14]. The reactants are COS(=O)(=O)OC, CC(C)c1ccc(C(C)N)cc1, [Na+], [OH-], O. Product: CNC(C)c1ccc(C(C)C)cc1. RXN SMILES: [CH3:15][O:16][S:17]([O:18][CH3:19])(=[O:20])=[O:21].[CH:1]([CH3:2])([CH3:3])[c:4]1[cH:5][cH:6][c:7]([CH:10]([CH3:11])[NH2:12])[cH:8][cH:9]1.[Na+:14].[OH-:13].[OH2:22]>>[CH:1]([CH3:2])([CH3:3])[c:4]1[cH:5][cH:6][c:7]([CH:10]([CH3:11])[NH:12][CH3:15])[cH:8][cH:9]1.